Dataset: the Open Reaction Database (ORD), a public repository of structured organic reaction records. Task: describe an organic reaction: reactants, conditions, products, and yield Solvent: CN(C)C=O (DMF). RXN SMILES: [CH2:1]([N:8]1[CH2:12][CH:11]([C:13]2[CH:18]=[CH:17][C:16]([Cl:19])=[C:15]([Cl:20])[CH:14]=2)[CH:10]([CH:21]([OH:24])[CH2:22][CH3:23])[CH2:9]1)[C:2]1[CH:7]=[CH:6][CH:5]=[CH:4][CH:3]=1.Cl[C:26]1[CH:33]=[CH:32][C:29]([C:30]#[N:31])=[CH:28][N:27]=1.[H-].[Na+]>CN(C=O)C>[CH2:1]([N:8]1[CH2:12][CH:11]([C:13]2[CH:18]=[CH:17][C:16]([Cl:19])=[C:15]([Cl:20])[CH:14]=2)[CH:10]([CH:21]([O:24][C:26]2[CH:33]=[CH:32][C:29]([C:30]#[N:31])=[CH:28][N:27]=2)[CH2:22][CH3:23])[CH2:9]1)[C:2]1[CH:3]=[CH:4][CH:5]=[CH:6][CH:7]=1 |f:2.3|. Reactants: C(C1=CC=CC=C1)N1CC(C(C1)C1=CC(=C(C=C1)Cl)Cl)C(CC)O ((RS)-1-[(3RS,4SR)-1-benzyl-4-(3,4-dichloro-phenyl)-pyrrolidin-3-yl]-propan-1-ol), ClC1=NC=C(C#N)C=C1 (6-chloro-nicotinonitrile), [H-].[Na+] (sodium hydride). Yields the product C(C1=CC=CC=C1)N1CC(C(C1)C1=CC(=C(C=C1)Cl)Cl)C(CC)OC1=NC=C(C#N)C=C1 (6-{(RS)-1-[(3RS,4SR)-1-Benzyl-4-(3,4-dichloro-phenyl)-pyrrolidin-3-yl]-propoxy}-nicotinonitrile). Yield: 73.0%. Reported procedure: To a solution of (RS)-1-[(3RS,4SR)-1-benzyl-4-(3,4-dichloro-phenyl)-pyrrolidin-3-yl]-propan-1-ol (described herein above) (21.0 mg, 0.0576 mmol) and 6-chloro-nicotinonitrile (9.6 mg, 0.069 mmol) in 1 mL of DMF was added sodium hydride (60%, 10 mg, 0.25 mmol) at room temperature. The mixture was stirred over night and quenched by an addition of aq. ammonium chloride solution. The mixture was extracted with ethyl acetate and the separated organic layer was washed with water two times and brine sub... Starting materials: O1CCCC1 (tetrahydrofuran), FC1=C(C(=O)Cl)C(=CC=C1)F (2,6-difluorobenzoyl chloride), O1CCCC1 (tetrahydrofuran), FC(COC1=CC=C(OCCN)C=C1)(F)F (2-[4-(2,2,2-trifluoroethoxy)phenoxy]ethylamine). Solvent: C(C)N(CC)CC (triethylamine). Conditions: time 1 hour. The product is FC(COC1=CC=C(OCCNC(C2=C(C=CC=C2F)F)=O)C=C1)(F)F (N-{2-[4-(2,2,2-trifluoroethoxy)phenoxy]ethyl}-2,6-difluorobenzamide). Reaction SMILES: O1CCCC1.[F:6][C:7]1[CH:15]=[CH:14][CH:13]=[C:12]([F:16])[C:8]=1[C:9](Cl)=[O:10].[F:17][C:18]([F:32])([F:31])[CH2:19][O:20][C:21]1[CH:30]=[CH:29][C:24]([O:25][CH2:26][CH2:27][NH2:28])=[CH:23][CH:22]=1>C(N(CC)CC)C>[F:17][C:18]([F:31])([F:32])[CH2:19][O:20][C:21]1[CH:30]=[CH:29][C:24]([O:25][CH2:26][CH2:27][NH:28][C:9](=[O:10])[C:8]2[C:7]([F:6])=[CH:15][CH:14]=[CH:13][C:12]=2[F:16])=[CH:23][CH:22]=1. Procedure details: A tetrahydrofuran (5 ml) solution of 2,6-difluorobenzoyl chloride (0.70 g) was added dropwise under ice-cooling and stirring to a tetrahydrofuran (20 ml) solution of 2-[4-(2,2,2-trifluoroethoxy)phenoxy]ethylamine (0.94 g) and triethylamine (0.40 g) and the mixture was further stirred at room temperature for one hour. Reactants: Cl.FC=1C=CC(=C(CN)C1)OC=1C=C2C=NN(C2=CC1)C (5-Fluoro-2-(1-methyl-1H-indazol-5-yloxy)-benzylamine hydrochloride), C(N)([O-])=O (carbamate), CN(C)C=O (DMF), CCN(C(C)C)C(C)C (DIEA). Run at temperature 80 celsius. Yields the product C(C)(C)(C)C=1C=C(N(N1)C1=CC=C(C=C1)Cl)NC(=O)NCC1=C(C=CC(=C1)F)OC=1C=C2C=NN(C2=CC1)C (1-[5-tert-Butyl-2-(4-chloro-phenyl)-2H-pyrazol-3-yl]-3-[5-fluoro-2-(1-methyl-1H-indazol-5-yloxy)-benzyl]urea). RXN SMILES: [ClH:1].[F:2][C:3]1[CH:4]=[CH:5][C:6]([O:11][C:12]2[CH:13]=[C:14]3[C:18](=[CH:19][CH:20]=2)[N:17]([CH3:21])[N:16]=[CH:15]3)=[C:7]([CH:10]=1)[CH2:8][NH2:9].[C:22](=[O:25])([O-])[NH2:23].CC[N:28]([CH:32]([CH3:34])C)[CH:29]([CH3:31])[CH3:30].C[N:36]([CH:38]=O)C>>[C:14]([C:38]1[CH:34]=[C:32]([NH:23][C:22]([NH:9][CH2:8][C:7]2[CH:10]=[C:3]([F:2])[CH:4]=[CH:5][C:6]=2[O:11][C:12]2[CH:13]=[C:14]3[C:18](=[CH:19][CH:20]=2)[N:17]([CH3:21])[N:16]=[CH:15]3)=[O:25])[N:28]([C:29]2[CH:30]=[CH:4][C:3]([Cl:1])=[CH:10][CH:31]=2)[N:36]=1)([CH3:18])([CH3:15])[CH3:13] |f:0.1|. Reported procedure: A solution of (5t) (74 mg, 0.57 mmol) in DMF (1 mL) was treated with the corresponding carbamate (6t-2) (110 mg, 0.25 mmol) followed by DIEA (99 mL, 0.57 mmol). The mixture was heated at 80° C. for 18 hours, under nitrogen purge. The solvent was evaporated in vacuo and the residue taken up in DCM and washed with 1N HCl. The organic layer was filtered through IPS paper and evaporated in vacuo to an oil that was purified on a silica gel SepPak cartridge eluting with (10:1) DCM/Et2O. Desired fracti... Starting materials: O=C([O-])[O-], Cc1cnc(C2(O)CCC3(CC2)OCCO3)s1, Cl, [Na+], [Na+]. Yields the product Cc1cnc(C2(O)CCC(=O)CC2)s1. Reaction SMILES: [C:19](=[O:20])([O-:21])[O-:22].[CH3:1][c:2]1[cH:3][n:4][c:5]([C:7]2([OH:17])[CH2:8][CH2:9][C:10]3([O:11][CH2:14][CH2:13][O:12]3)[CH2:15][CH2:16]2)[s:6]1.[ClH:18].[Na+:23].[Na+:24]>>[CH3:1][c:2]1[cH:3][n:4][c:5]([C:7]2([OH:17])[CH2:8][CH2:9][C:10](=[O:11])[CH2:15][CH2:16]2)[s:6]1.